Task: describe an organic reaction: reactants, conditions, products, and yield. Dataset: the Open Reaction Database (ORD), a public repository of structured organic reaction records Starting materials: C[O-], CO, O=C(O)c1cccnc1Cl, [Na+], Oc1cccc(Cl)c1. The product is O=C(O)c1cccnc1Oc1cccc(Cl)c1. RXN SMILES: [CH3:19][O-:20].[CH3:22][OH:23].[Cl:1][c:2]1[c:3]([C:4](=[O:5])[OH:6])[cH:7][cH:8][cH:9][n:10]1.[Na+:21].[OH:11][c:12]1[cH:13][cH:14][cH:15][c:16]([Cl:17])[cH:18]1>>[c:2]1([O:11][c:12]2[cH:13][cH:14][cH:15][c:16]([Cl:17])[cH:18]2)[c:3]([C:4](=[O:5])[OH:6])[cH:7][cH:8][cH:9][n:10]1. Starting materials: OCCCO, CCOC(OCC)OCC, [Cl-], [Cl-], [Cl-], [Cl-], ClCCl, [Na+], O=C1CCCCC1, [OH-], [Zr+4]. Product: C1CCC2(CC1)OCCCO2. RXN SMILES: [CH2:8]([CH2:9][CH2:10][OH:11])[OH:12].[CH:13]([O:14][CH2:15][CH3:16])([O:17][CH2:18][CH3:19])[O:20][CH2:21][CH3:22].[Cl-:28].[Cl-:30].[Cl-:31].[Cl-:32].[Cl:25][CH2:26][Cl:27].[Na+:24].[O:1]=[C:2]1[CH2:3][CH2:4][CH2:5][CH2:6][CH2:7]1.[OH-:23].[Zr+4:29]>>[O:1]1[C:2]2([CH2:3][CH2:4][CH2:5][CH2:6][CH2:7]2)[O:11][CH2:10][CH2:9][CH2:8]1. Starting materials: FC1=CC=C(C=C1)N1N=CC2=CC(=CC=C12)O[C@@H]([C@H](C)N)C1=CC(=CC=C1)OC ((1R,2S)-1-{[1-(4-fluorophenyl)-1H-indazol-5-yl]oxy}-1-(3-methoxyphenyl)propan-2-amine), N1=C(C=CC=C1)C(=O)O (picolinic acid). Yields the product FC1=CC=C(C=C1)N1N=CC2=CC(=CC=C12)O[C@@H]([C@H](C)NC(C1=NC=CC=C1)=O)C1=CC(=CC=C1)OC (N-((1R,2S)-1-(1-(4-fluorophenyl)-1H-indazol-5-yloxy)-1-(3-methoxyphenyl)propan-2-yl)picolinamide). RXN SMILES: [F:1][C:2]1[CH:7]=[CH:6][C:5]([N:8]2[C:16]3[C:11](=[CH:12][C:13]([O:17][C@H:18]([C:22]4[CH:27]=[CH:26][CH:25]=[C:24]([O:28][CH3:29])[CH:23]=4)[C@@H:19]([NH2:21])[CH3:20])=[CH:14][CH:15]=3)[CH:10]=[N:9]2)=[CH:4][CH:3]=1.[N:30]1[CH:35]=[CH:34][CH:33]=[CH:32][C:31]=1[C:36](O)=[O:37]>>[F:1][C:2]1[CH:3]=[CH:4][C:5]([N:8]2[C:16]3[C:11](=[CH:12][C:13]([O:17][C@H:18]([C:22]4[CH:27]=[CH:26][CH:25]=[C:24]([O:28][CH3:29])[CH:23]=4)[C@@H:19]([NH:21][C:36](=[O:37])[C:31]4[CH:32]=[CH:33][CH:34]=[CH:35][N:30]=4)[CH3:20])=[CH:14][CH:15]=3)[CH:10]=[N:9]2)=[CH:6][CH:7]=1. Procedure details: Prepared as described in Example 83 using (1R,2S)-1-(1-(4-fluorophenyl)-1H-indazol-5-yloxy)-1-(3-methoxyphenyl)propan-2-amine (6a, 28 mg, 0.07 mmol) and picolinic acid (9 mg, 0.07 mmol). Yield 14 mg (39%).